Task: describe an organic reaction: reactants, conditions, products, and yield. Dataset: the Open Reaction Database (ORD), a public repository of structured organic reaction records The reactants are C(C)(C)(C)OC(=O)N1C(OC(C1CC1CCCCC1)C(CSC)O)(C)C (3-tert-butoxycarbonyl-4-cyclohexylmethyl-2,2-dimethyl-5-[(1RS)-1-hydroxy-2-methylthioethyl]oxazolidine), Cl (hydrogen chloride). Run in O1CCOCC1 (dioxane), O1CCOCC1 (dioxane). Product: Cl.NC(C(C(CSC)O)O)CC1CCCCC1 (4-amino-5-cyclohexyl-1-methylthio-2,3-pentanediol hydrochloride). As a reaction SMILES: C(OC([N:8]1[CH:12]([CH2:13][CH:14]2[CH2:19][CH2:18][CH2:17][CH2:16][CH2:15]2)[CH:11]([CH:20]([OH:24])[CH2:21][S:22][CH3:23])[O:10]C1(C)C)=O)(C)(C)C.[ClH:27]>O1CCOCC1>[ClH:27].[NH2:8][CH:12]([CH2:13][CH:14]1[CH2:15][CH2:16][CH2:17][CH2:18][CH2:19]1)[CH:11]([OH:10])[CH:20]([OH:24])[CH2:21][S:22][CH3:23] |f:3.4|. Reported procedure: 29.4 mg of (4S,5R or S)-3-tert-butoxycarbonyl-4-cyclohexylmethyl-2,2-dimethyl-5-[(1RS)-1-hydroxy-2-methylthioethyl]oxazolidine was dissolved in 0.3 ml of dioxane, and 0.42 ml of a dioxane solution of 3.6M hydrogen chloride was added thereto. From the reaction solution, the solvent was distilled off under reduced pressure to obtain 22.5 mg of (2RS,3R or S,4S)-4-amino-5-cyclohexyl-1-methylthio-2,3-pentanediol hydrochloride as colorless oily substance. Reactants: [Al+3], O=Cc1c(Cl)ccc(Br)c1F, C1CCOC1, Cl, [H-], [H-], [H-], [H-], [Li+], O. The product is OCc1c(Cl)ccc(Br)c1F. As a reaction SMILES: [Al+3:2].[Br:7][c:8]1[c:9]([F:17])[c:10]([CH:11]=[O:12])[c:13]([Cl:16])[cH:14][cH:15]1.[CH2:20]1[O:21][CH2:22][CH2:23][CH2:24]1.[ClH:19].[H-:1].[H-:4].[H-:5].[H-:6].[Li+:3].[OH2:18]>>[Br:7][c:8]1[c:9]([F:17])[c:10]([CH2:11][OH:12])[c:13]([Cl:16])[cH:14][cH:15]1. Reactants: CN(C)C=O, CS(=O)(=O)OCCc1ccc(CCOC2CCCCO2)cc1, [N-]=[N+]=[N-], [Na+], O. Yields the product [N-]=[N+]=NCCc1ccc(CCOC2CCCCO2)cc1. As a reaction SMILES: [CH3:28][N:29]([CH3:30])[CH:31]=[O:32].[CH3:5][S:6]([O:7][CH2:10][CH2:11][c:12]1[cH:13][cH:14][c:15]([CH2:18][CH2:19][O:20][CH:21]2[O:22][CH2:23][CH2:24][CH2:25][CH2:26]2)[cH:16][cH:17]1)(=[O:8])=[O:9].[N-:2]=[N+:3]=[N-:4].[Na+:1].[OH2:27]>>[N:2](=[N+:3]=[N-:4])[CH2:10][CH2:11][c:12]1[cH:13][cH:14][c:15]([CH2:18][CH2:19][O:20][CH:21]2[O:22][CH2:23][CH2:24][CH2:25][CH2:26]2)[cH:16][cH:17]1. Starting materials: ClN1C(CCC1=O)=O (N-chlorosuccinimide), [N+](=O)([O-])C=1C=CC=C2C=CNC12 (7-Nitro-1H-indole), C(O)([O-])=O.[Na+] (sodium hydrogencarbonate). Run in C(C)#N (acetonitrile). Run at time 36 hour. Product: ClC1=CNC2=C(C=CC=C12)[N+](=O)[O-] (3-chloro-7-nitro-1H-indole). Yield: 91.9%. RXN SMILES: [N+:1]([C:4]1[CH:5]=[CH:6][CH:7]=[C:8]2[C:12]=1[NH:11][CH:10]=[CH:9]2)([O-:3])=[O:2].[Cl:13]N1C(=O)CCC1=O.C(=O)([O-])O.[Na+]>C(#N)C>[Cl:13][C:9]1[C:8]2[C:12](=[C:4]([N+:1]([O-:3])=[O:2])[CH:5]=[CH:6][CH:7]=2)[NH:11][CH:10]=1 |f:2.3|. Procedure details: 7-Nitro-1H-indole (1.076 g, 6.64 mmol) was dissolved in 30 ml of acetonitrile, followed by the addition of 920 mg (6.89 mmol) of N-chlorosuccinimide. The obtained mixture was stirred at room temperature for 36 hours. A saturated aqueous solution of sodium hydrogencarbonate was added to the resulting mixture to form a precipitate. The precipitate was recovered by filtration and washed with water to give 1.2 g of powdery 3-chloro-7-nitro-1H-indole. This powder (863 mg, 4.39 mmol) was suspended in ...